The task is: describe an organic reaction: reactants, conditions, products, and yield. This data is from the Open Reaction Database (ORD), a public repository of structured organic reaction records. The reactants are COc1ccc(N)cc1OC1Cc2ccccc2C1, CC1C(=O)CCCC1=O. Product: COc1ccc(NC2=C(C)C(=O)CCC2)cc1OC1Cc2ccccc2C1. As a reaction SMILES: [CH2:1]1[CH:2]([O:10][c:11]2[cH:12][c:13]([NH2:14])[cH:15][cH:16][c:17]2[O:18][CH3:19])[CH2:3][c:4]2[cH:5][cH:6][cH:7][cH:8][c:9]21.[CH3:20][CH:21]1[C:22](=[O:28])[CH2:23][CH2:24][CH2:25][C:26]1=[O:27]>>[CH2:1]1[CH:2]([O:10][c:11]2[cH:12][c:13]([NH:14][C:22]3=[C:21]([CH3:20])[C:26](=[O:27])[CH2:25][CH2:24][CH2:23]3)[cH:15][cH:16][c:17]2[O:18][CH3:19])[CH2:3][c:4]2[cH:5][cH:6][cH:7][cH:8][c:9]21. Reactants: C1CCOC1, COC(=O)c1ccc(C)cc1NS(=O)(=O)c1cccc2nsnc12, Cl, [Li+], [OH-], O, O. Yields the product Cc1ccc(C(=O)O)c(NS(=O)(=O)c2cccc3nsnc23)c1. RXN SMILES: [CH2:29]1[O:30][CH2:31][CH2:32][CH2:33]1.[CH3:1][O:2][C:3]([c:4]1[c:5]([NH:11][S:12](=[O:13])(=[O:14])[c:15]2[cH:16][cH:17][cH:18][c:19]3[c:20]2[n:21][s:22][n:23]3)[cH:6][c:7]([CH3:10])[cH:8][cH:9]1)=[O:24].[ClH:28].[Li+:26].[OH-:25].[OH2:27].[OH2:34]>>[O:2]=[C:3]([c:4]1[c:5]([NH:11][S:12](=[O:13])(=[O:14])[c:15]2[cH:16][cH:17][cH:18][c:19]3[c:20]2[n:21][s:22][n:23]3)[cH:6][c:7]([CH3:10])[cH:8][cH:9]1)[OH:24]. As a reaction SMILES: [F:1][C:2]1[CH:10]=[C:9]2[C:5]([C:6](=[O:15])[CH2:7][CH:8]2[CH2:11][C:12](Cl)=[O:13])=[CH:4][CH:3]=1.[OH-].[NH4+:17]>ClCCl>[F:1][C:2]1[CH:10]=[C:9]2[C:5]([C:6](=[O:15])[CH2:7][CH:8]2[CH2:11][C:12]([NH2:17])=[O:13])=[CH:4][CH:3]=1 |f:1.2|. The solvent is ClCCl (dichloromethane). Starting materials: FC1=CC=C2C(CC(C2=C1)CC(=O)Cl)=O (2-(6-fluoro-3-oxo-1-indanyl)acetyl chloride), 0C, [OH-].[NH4+] (ammonium hydroxide). Conditions: time 18 hour. Product: FC1=CC=C2C(CC(C2=C1)CC(=O)N)=O (2-(6-Fluoro-3-oxo-1-indanyl)acetamide). Procedure details: A solution of 2-(6-fluoro-3-oxo-1-indanyl)acetyl chloride (prepared from 0.024 mol of 2-(6-fluoro-3-oxo-1-indanyl)acetic acid) in dichloromethane (150 ml) was cooled to 0C and stirred rapidly while 50 ml of ammonium hydroxide, 28-30%, was added. The resulting mixture was allowed to warm to room temperature and stirring was continued for 18 hr. The volatiles from this mixture were removed by spin evaporation in vacuo and the residue was dissolved in dichloromethane (250 ml) and washed with water ... Starting materials: OC[C@@H]1N(CCC1)C(=O)C1=CC=C(C=C1)C1=CC=C(C=C1)C(F)(F)F ((2-(R)-hydroxymethyl-pyrrolidin-1-yl)-(4′-trifluoromethyl-biphenyl-4-yl)-methanone), N1CCCC1 (pyrrolidine). Yields the product N1(CCCC1)C[C@@H]1N(CCC1)C(=O)C1=CC=C(C=C1)C1=CC=C(C=C1)C(F)(F)F ((2-(R)-Pyrrolidin-1-ylmethyl-pyrrolidin-1-yl)-(4′-trifluoromethyl-biphenyl-4-yl)-methanone). RXN SMILES: O[CH2:2][C@H:3]1[CH2:7][CH2:6][CH2:5][N:4]1[C:8]([C:10]1[CH:15]=[CH:14][C:13]([C:16]2[CH:21]=[CH:20][C:19]([C:22]([F:25])([F:24])[F:23])=[CH:18][CH:17]=2)=[CH:12][CH:11]=1)=[O:9].[NH:26]1[CH2:30][CH2:29][CH2:28][CH2:27]1>>[N:26]1([CH2:2][C@H:3]2[CH2:7][CH2:6][CH2:5][N:4]2[C:8]([C:10]2[CH:15]=[CH:14][C:13]([C:16]3[CH:21]=[CH:20][C:19]([C:22]([F:25])([F:24])[F:23])=[CH:18][CH:17]=3)=[CH:12][CH:11]=2)=[O:9])[CH2:30][CH2:29][CH2:28][CH2:27]1. Procedure details: The title compound is prepared in a manner substantially analogous to Procedure RR starting from (2-(R)-hydroxymethyl-pyrrolidin-1-yl)-(4′-trifluoromethyl-biphenyl-4-yl)-methanone and pyrrolidine. MS (M+H) 403.2 Starting materials: COC(=O)CN, Cl, O=C(O)C1Cc2ccccc2N1, [Na+], O=C([O-])O, CN(C)C=O. Yields the product COC(=O)CNC(=O)C1Cc2ccccc2N1. Reaction SMILES: [CH3:14][O:15][C:16]([CH2:17][NH2:18])=[O:19].[ClH:13].[NH:1]1[CH:2]([C:10](=[O:11])[OH:12])[CH2:3][c:4]2[cH:5][cH:6][cH:7][cH:8][c:9]21.[Na+:29].[O-:25][C:26]([OH:27])=[O:28].[O:20]=[CH:21][N:22]([CH3:23])[CH3:24]>>[NH:1]1[CH:2]([C:10](=[O:12])[NH:18][CH2:17][C:16]([O:15][CH3:14])=[O:19])[CH2:3][c:4]2[cH:5][cH:6][cH:7][cH:8][c:9]21.